Dataset: the Open Reaction Database (ORD), a public repository of structured organic reaction records. Task: describe an organic reaction: reactants, conditions, products, and yield The reactants are O=C([O-])O, CCOC(=O)CCC(=O)c1ccc(OC)cc1Br, CC[SiH](CC)CC, [Na+], O, O=C(O)C(F)(F)F. Product: CCOC(=O)CCCc1ccc(OC)cc1Br. As a reaction SMILES: [C:33](=[O:34])([OH:35])[O-:36].[CH2:1]([CH3:2])[O:3][C:4]([CH2:5][CH2:6][C:7](=[O:8])[c:9]1[c:10]([Br:17])[cH:11][c:12]([O:15][CH3:16])[cH:13][cH:14]1)=[O:18].[CH2:26]([SiH:27]([CH2:28][CH3:29])[CH2:30][CH3:31])[CH3:32].[Na+:37].[OH2:38].[OH:19][C:20]([C:21]([F:22])([F:23])[F:24])=[O:25]>>[CH2:1]([CH3:2])[O:3][C:4]([CH2:5][CH2:6][CH2:7][c:9]1[c:10]([Br:17])[cH:11][c:12]([O:15][CH3:16])[cH:13][cH:14]1)=[O:18]. The reactants are Brc1c(OCc2ccccc2)ccc2[nH]ccc12, CCCC[N+](CCCC)(CCCC)CCCC, ClCCl, [Na+], [OH-], O=S(=O)([O-])O, O=S(=O)(Cl)c1ccccc1. Yields the product O=S(=O)(c1ccccc1)n1ccc2c(Br)c(OCc3ccccc3)ccc21. RXN SMILES: [Br:1][c:2]1[c:3]2[cH:4][cH:5][nH:6][c:7]2[cH:8][cH:9][c:10]1[O:11][CH2:12][c:13]1[cH:14][cH:15][cH:16][cH:17][cH:18]1.[CH2:39]([N+:40]([CH2:41][CH2:42][CH2:43][CH3:44])([CH2:45][CH2:46][CH2:47][CH3:48])[CH2:49][CH2:50][CH2:51][CH3:52])[CH2:53][CH2:54][CH3:55].[Cl:31][CH2:32][Cl:33].[Na+:30].[OH-:29].[S:34]([O-:35])([OH:36])(=[O:37])=[O:38].[c:19]1([S:25](=[O:26])(=[O:27])[Cl:28])[cH:20][cH:21][cH:22][cH:23][cH:24]1>>[Br:1][c:2]1[c:3]2[cH:4][cH:5][n:6]([S:25]([c:19]3[cH:20][cH:21][cH:22][cH:23][cH:24]3)(=[O:26])=[O:27])[c:7]2[cH:8][cH:9][c:10]1[O:11][CH2:12][c:13]1[cH:14][cH:15][cH:16][cH:17][cH:18]1. Yields the product O=C(O)CSc1nccc(Cl)n1. Starting materials: CCN(CC)c1ccccc1, O=C(O)CSc1nccc(O)n1, O=P(Cl)(Cl)Cl. Reaction SMILES: [CH2:13]([N:14]([CH2:15][CH3:16])[c:17]1[cH:18][cH:19][cH:20][cH:21][cH:22]1)[CH3:23].[OH:1][c:2]1[n:3][c:4]([S:8][CH2:9][C:10](=[O:11])[OH:12])[n:5][cH:6][cH:7]1.[P:24]([Cl:25])([Cl:26])([Cl:27])=[O:28]>>[c:2]1([Cl:26])[n:3][c:4]([S:8][CH2:9][C:10](=[O:11])[OH:12])[n:5][cH:6][cH:7]1. Reactants: C1CCOC1, CCOC(=O)C(NC(=O)OC)C1CC(C)OC(C)C1, [Li+], [OH-], O, O. Product: COC(=O)NC(C(=O)O)C1CC(C)OC(C)C1. RXN SMILES: [CH2:24]1[O:25][CH2:26][CH2:27][CH2:28]1.[CH3:4][CH:5]1[O:6][CH:7]([CH3:22])[CH2:8][CH:9]([CH:11]([C:12](=[O:13])[O:14][CH2:15][CH3:16])[NH:17][C:18](=[O:19])[O:20][CH3:21])[CH2:10]1.[Li+:3].[OH-:2].[OH2:1].[OH2:23]>>[CH3:4][CH:5]1[O:6][CH:7]([CH3:22])[CH2:8][CH:9]([CH:11]([C:12](=[O:13])[OH:14])[NH:17][C:18](=[O:19])[O:20][CH3:21])[CH2:10]1.